This data is from the Open Reaction Database (ORD), a public repository of structured organic reaction records. The task is: describe an organic reaction: reactants, conditions, products, and yield The reactants are OC1C=2C=CC(=CC2CCC1)OS(=O)(=O)C(F)(F)F (trifluoro-methanesulfonic acid 5-hydroxy-5,6,7,8-tetrahydro-naphthalen-2-yl Ester), C=1C=CC(=CC1)P(=O)(C=2C=CC=CC2)N=[N+]=[N-] (DPPA), C1CCC2=NCCCN2CC1 (DBU). Solvent: C1CCOC1 (THF). Reaction conditions: temperature 0 celsius. Product: N(=[N+]=[N-])C1C=2C=CC(=CC2CCC1)OS(=O)(=O)C(F)(F)F (trifluoro-methanesulfonic acid 5-azido-5,6,7,8-tetrahydro-naphthalen-2-yl Ester). RXN SMILES: O[CH:2]1[CH2:11][CH2:10][CH2:9][C:8]2[CH:7]=[C:6]([O:12][S:13]([C:16]([F:19])([F:18])[F:17])(=[O:15])=[O:14])[CH:5]=[CH:4][C:3]1=2.C1C=CC(P([N:34]=[N+:35]=[N-:36])(C2C=CC=CC=2)=O)=CC=1.C1CCN2C(=NCCC2)CC1>C1COCC1>[N:34]([CH:2]1[CH2:11][CH2:10][CH2:9][C:8]2[CH:7]=[C:6]([O:12][S:13]([C:16]([F:19])([F:18])[F:17])(=[O:15])=[O:14])[CH:5]=[CH:4][C:3]1=2)=[N+:35]=[N-:36]. Procedure: To a solution of trifluoro-methanesulfonic acid 5-hydroxy-5,6,7,8-tetrahydro-naphthalen-2-yl ester (Step B, 11.2 g, 37.9 mmol, 1.0 eq) in THF (150 mL) at RT was added DPPA (Aldrich, 11.1 mL, 51.6 mmol, 1.36 eq). The resulting mixture was cooled to 0° C. and then DBU (Aldrich, 7.7 mL, 51.6 mmol, 1.36 eq) was added slowly through a syringe. The reaction was warmed to RT and stirred over the weekend. The mixture was concentrated in vacuo. The residue was dissolved in EtOAc (400 mL), washed with sat... Reactants: C(C1=CC=CC=C1)(=O)OC[C@H]1OC([C@](C1)(C)OC(C)=O)N1C2=NC(=NC(=C2N=C1)OC)N (((2S,4R)-4-acetoxy-5-(2-amino-6-methoxy-9H-purin-9-yl)-4-methyl-tetrahydrofuran-2-yl)methyl benzoate). Solvent: N (ammonia). Conditions: time 24 hour. Yields the product NC1=NC(=C2N=CN(C2=N1)C1O[C@@H](C[C@]1(O)C)CO)OC ((3R,5S)-2-(2-amino-6-methoxy-9H-purin-9-yl)-5-(hydroxymethyl)-3-methyl-tetrahydrofuran-3-ol). The yield is 78.4%. As a reaction SMILES: C([O:9][CH2:10][C@@H:11]1[CH2:15][C@:14]([O:17]C(=O)C)([CH3:16])[CH:13]([N:21]2[CH:29]=[N:28][C:27]3[C:22]2=[N:23][C:24]([NH2:32])=[N:25][C:26]=3[O:30][CH3:31])[O:12]1)(=O)C1C=CC=CC=1>N>[NH2:32][C:24]1[N:23]=[C:22]2[C:27]([N:28]=[CH:29][N:21]2[CH:13]2[C@:14]([CH3:16])([OH:17])[CH2:15][C@@H:11]([CH2:10][OH:9])[O:12]2)=[C:26]([O:30][CH3:31])[N:25]=1. Procedure details: Methanolic ammonia (7N, 20 mL) was added to ((2S,4R)-4-acetoxy-5-(2-amino-6-methoxy-9H-purin-9-yl)-4-methyl-tetrahydrofuran-2-yl)methyl benzoate (from step 11) (1.53 g) and stirred at room temperature for 24 h in a sealed tube. The volatiles were evaporated under vacuum and the resulting residue was loaded directly on to the column and eluted with CH2Cl2/MeOH (10:1) as a gradient mixture to give 0.802 g of compound (79% yield). mp: 140° C.-142° C. Reactants: N(=O)[O-].[Na+] (sodium nitrite), N(N)C1=CC(=NC(=N1)N1CCOCC1)OCC(C)(O)C (1-(6-hydrazino-2-morpholin-4-yl-pyrimidin-4-yloxy)-2-methyl-propan-2-ol), C(C)(=O)OCC (ethyl acetate). Run in O (water), C(C)(=O)O (acetic acid). Product: N(=[N+]=[N-])C1=CC(=NC(=N1)N1CCOCC1)OCC(C)(O)C (1-(6-Azido-2-morpholin-4-yl-pyrimidin-4-yloxy)-2-methyl-propan-2-ol). Reaction SMILES: [NH:1]([C:3]1[N:8]=[C:7]([N:9]2[CH2:14][CH2:13][O:12][CH2:11][CH2:10]2)[N:6]=[C:5]([O:15][CH2:16][C:17]([CH3:20])([OH:19])[CH3:18])[CH:4]=1)[NH2:2].[N:21]([O-])=O.[Na+].C(OCC)(=O)C>C(O)(=O)C.O>[N:1]([C:3]1[N:8]=[C:7]([N:9]2[CH2:14][CH2:13][O:12][CH2:11][CH2:10]2)[N:6]=[C:5]([O:15][CH2:16][C:17]([CH3:20])([OH:19])[CH3:18])[CH:4]=1)=[N+:2]=[N-:21] |f:1.2|. Procedure details: 1-(6-hydrazino-2-morpholin-4-yl-pyrimidin-4-yloxy)-2-methyl-propan-2-ol was dissolved in glacial acetic acid (30 mL). To this solution was added a solution of sodium nitrite (700 mg) in water (4 mL). The reaction was stirred for ten minutes, and poured into ethyl acetate (100 mL). The organic layer was then washed with water (100 mL) and 10% sodium carbonate (2×100 mL). The organic layer was dried over magnesium sulfate and evaporated to give 1-(6-Azido-2-morpholin-4-yl-pyrimidin-4-yloxy)-2-meth... The product is C(=O)(O)C(CCC1=CC=CC=C1)N[C@@H](C)C(=O)N1[C@@H](C2CCCCC2C1)C(=O)O (2-[N-(1-Carboxy-3-phenylpropyl)-(S)-alanyl]octahydroisoindole-1(S)-carboxylic acid). Procedure details: As described in Example 2 treat N-(1-carboethoxy-3-phenylpropyl-(S)-alanyl]octahydroisoindole-1(S)-carboxylic acid (prepared as described in Example 18) with sodium hydroxide to obtain the title compound. Reaction SMILES: [C:1]([CH:6]([NH:15][C@H:16]([C:18]([N:20]1[CH2:28][CH:27]2[CH:22]([CH2:23][CH2:24][CH2:25][CH2:26]2)[C@H:21]1[C:29]([OH:31])=[O:30])=[O:19])[CH3:17])[CH2:7][CH2:8][C:9]1[CH:14]=[CH:13][CH:12]=[CH:11][CH:10]=1)([O:3]CC)=[O:2].[OH-].[Na+]>>[C:1]([CH:6]([NH:15][C@H:16]([C:18]([N:20]1[CH2:28][CH:27]2[CH:22]([CH2:23][CH2:24][CH2:25][CH2:26]2)[C@H:21]1[C:29]([OH:31])=[O:30])=[O:19])[CH3:17])[CH2:7][CH2:8][C:9]1[CH:10]=[CH:11][CH:12]=[CH:13][CH:14]=1)([OH:3])=[O:2] |f:1.2|. The reactants are C(=O)(OCC)C(CCC1=CC=CC=C1)N[C@@H](C)C(=O)N1[C@@H](C2CCCCC2C1)C(=O)O (2- [N-(1-Carboethoxy-3-phenylpropyl)-(S)-alanyl]octahydroisoindole-1(S)-carboxylic acid), [OH-].[Na+] (sodium hydroxide). The reactants are [H-].[H-].[H-].[H-].[Li+].[Al+3] (LiAlH4), NC1(CCC(N2CCCC12)=O)C1=CC=CC=C1 (8-amino-8-phenyl-hexahydro-indolizin-5-one). The solvent is C1CCOC1 (THF), C1CCOC1 (THF). Run at time 15 minute. Product: C1(=CC=CC=C1)C1(CCCN2CCCC12)N (8-Phenyl-octahydro-indolizin-8-ylamine). Reaction SMILES: [H-].[H-].[H-].[H-].[Li+].[Al+3].[NH2:7][C:8]1([C:18]2[CH:23]=[CH:22][CH:21]=[CH:20][CH:19]=2)[CH:16]2[N:12]([CH2:13][CH2:14][CH2:15]2)[C:11](=O)[CH2:10][CH2:9]1>C1COCC1>[C:18]1([C:8]2([NH2:7])[CH:16]3[N:12]([CH2:13][CH2:14][CH2:15]3)[CH2:11][CH2:10][CH2:9]2)[CH:19]=[CH:20][CH:21]=[CH:22][CH:23]=1 |f:0.1.2.3.4.5|. Procedure details: To a slurry of 14 mg (0.33 mmol) LiAlH4 in 0.4 ml THF was added drop-wise a solution of 38 mg (0.165 mmol) (8R,S; 8aS,R)-8-amino-8-phenyl-hexahydro-indolizin-5-one in 0.4 ml THF at room temperature. The mixture was stirred at room temperature for 15 minutes and then refluxed for 30 minutes, cooled in an ice bath and quenched carefully with 15 ul water, 15 ul 5N NaOH and finally with 45 ul water. Ethyl acetate was added. The mixture was filtered and the filtrate was concentrated in vacuo to provi... The reactants are CCOC(=O)Nc1ccc2c(c1[N+](=O)[O-])CCCC2Nc1ccc(C(F)(F)F)cc1, CCOC(=O)Nc1cc2c(cc1[N+](=O)[O-])C(Nc1ccc(C(F)(F)F)cc1)CCC2, CO. Yields the product CCOC(=O)Nc1ccc2c(c1N)CCCC2Nc1ccc(C(F)(F)F)cc1. Reaction SMILES: [CH2:1]([CH3:2])[O:3][C:4]([NH:5][c:6]1[c:7]([N+:27]([O-:28])=[O:29])[c:8]2[c:13]([cH:14][cH:15]1)[CH:12]([NH:16][c:17]1[cH:18][cH:19][c:20]([C:23]([F:24])([F:25])[F:26])[cH:21][cH:22]1)[CH2:11][CH2:10][CH2:9]2)=[O:30].[CH2:31]([O:32][C:33](=[O:34])[NH:35][c:36]1[c:37]([N+:38]([O-:39])=[O:40])[cH:41][c:42]2[c:58]([cH:59]1)[CH2:57][CH2:56][CH2:55][CH:43]2[NH:44][c:45]1[cH:46][cH:47][c:48]([C:49]([F:50])([F:51])[F:52])[cH:53][cH:54]1)[CH3:60].[CH3:61][OH:62]>>[CH2:1]([CH3:2])[O:3][C:4]([NH:5][c:6]1[c:7]([NH2:27])[c:8]2[c:13]([cH:14][cH:15]1)[CH:12]([NH:16][c:17]1[cH:18][cH:19][c:20]([C:23]([F:24])([F:25])[F:26])[cH:21][cH:22]1)[CH2:11][CH2:10][CH2:9]2)=[O:30]. Reactants: Cl.C(CCC)(=N)N (butyramidine hydrochloride), [OH-].[Na+] (NaOH), O (water). Product: Cl.CC1(N=C(NC1(O)C)CCC)O (4,5-Dimethyl-2-n-propyl-2-imidazoline-4,5-diol hydrochloride). RXN SMILES: [ClH:1].[C:2]([NH2:7])(=[NH:6])[CH2:3][CH2:4][CH3:5].[OH-:8].[Na+].[OH2:10]>>[ClH:1].[CH3:2][C:3]1([OH:10])[C:4]([CH3:5])([OH:8])[NH:7][C:2]([CH2:3][CH2:4][CH3:5])=[N:6]1 |f:0.1,2.3,5.6|. Reported procedure: A 112.7 gm. portion of butyramidine hydrochloride is dissolved in 200 ml. of water. A 107 gm. portion of freshly distilled diacetyl is added and the mixture is stirred. The pH is adjusted to 6.5-7.0 with 2N NaOH and the solution is chilled. The desired product is collected as a solid, m.p. 104°-107° C. The reactants are O=C([O-])[O-], CCOC(C)=O, CCOC(=O)CCl, Ic1n[nH]c2ncccc12, [K+], [K+], CN(C)C=O. Product: CCOC(=O)Cn1nc(I)c2cccnc21. Reaction SMILES: [C:11](=[O:12])([O-:13])[O-:14].[CH3:29][CH2:30][O:31][C:32](=[O:33])[CH3:34].[Cl:17][CH2:18][C:19](=[O:20])[O:21][CH2:22][CH3:23].[I:1][c:2]1[n:3][nH:4][c:5]2[n:6][cH:7][cH:8][cH:9][c:10]12.[K+:15].[K+:16].[O:24]=[CH:25][N:26]([CH3:27])[CH3:28]>>[I:1][c:2]1[n:3][n:4]([CH2:18][C:19](=[O:20])[O:21][CH2:22][CH3:23])[c:5]2[n:6][cH:7][cH:8][cH:9][c:10]12. The reactants are COc1ccc(O)c(-c2nc3c(CNCc4ccccn4)cccc3o2)c1, COCOc1ccc(OC)cc1-c1nc2c(CN(Cc3ccccn3)Cc3ccccn3)cccc2o1. The product is COc1ccc(O)c(-c2nc3c(CN(Cc4ccccn4)Cc4ccccn4)cccc3o2)c1. RXN SMILES: [CH3:1][O:2][c:3]1[cH:4][cH:5][c:6]([OH:7])[c:8](-[c:9]2[o:10][c:11]3[cH:12][cH:13][cH:14][c:15]([CH2:16][NH:17][CH2:18][c:19]4[cH:20][cH:21][cH:22][cH:23][n:24]4)[c:25]3[n:26]2)[cH:27]1.[n:28]1[c:29]([CH2:34][N:35]([CH2:36][c:37]2[n:38][cH:39][cH:40][cH:41][cH:42]2)[CH2:43][c:44]2[cH:45][cH:46][cH:47][c:48]3[c:49]2[n:50][c:51](-[c:53]2[c:54]([O:61][CH2:62][O:63][CH3:64])[cH:55][cH:56][c:57]([O:59][CH3:60])[cH:58]2)[o:52]3)[cH:30][cH:31][cH:32][cH:33]1>>[n:28]1[c:29]([CH2:34][N:35]([CH2:36][c:37]2[n:38][cH:39][cH:40][cH:41][cH:42]2)[CH2:43][c:44]2[cH:45][cH:46][cH:47][c:48]3[c:49]2[n:50][c:51](-[c:53]2[c:54]([OH:61])[cH:55][cH:56][c:57]([O:59][CH3:60])[cH:58]2)[o:52]3)[cH:30][cH:31][cH:32][cH:33]1. Starting materials: ClC1=CC=C(C=C1)C=1C(=NC(=C(C(=O)OC)C1)OC1=CC(=C(C=C1)F)F)C1=C(C=C(C=C1)Cl)Cl (Methyl 5-(4-chlorophenyl)-6-(2,4-dichlorophenyl)-2-(3,4-difluorophenoxy)nicotinate), [OH-].[Na+] (NaOH). Solvent: CO (methanol). Reaction conditions: temperature 50 celsius, time 2 hour. The product is ClC1=CC=C(C=C1)C=1C(=NC(=C(C(=O)O)C1)OC1=CC(=C(C=C1)F)F)C1=C(C=C(C=C1)Cl)Cl (5-(4-Chlorophenyl)-6-(2,4-dichlorophenyl)-2-(3,4-difluorophenoxy)nicotinic acid). Reaction SMILES: [Cl:1][C:2]1[CH:7]=[CH:6][C:5]([C:8]2[C:9]([C:27]3[CH:32]=[CH:31][C:30]([Cl:33])=[CH:29][C:28]=3[Cl:34])=[N:10][C:11]([O:18][C:19]3[CH:24]=[CH:23][C:22]([F:25])=[C:21]([F:26])[CH:20]=3)=[C:12]([CH:17]=2)[C:13]([O:15]C)=[O:14])=[CH:4][CH:3]=1.[OH-].[Na+]>CO>[Cl:1][C:2]1[CH:3]=[CH:4][C:5]([C:8]2[C:9]([C:27]3[CH:32]=[CH:31][C:30]([Cl:33])=[CH:29][C:28]=3[Cl:34])=[N:10][C:11]([O:18][C:19]3[CH:24]=[CH:23][C:22]([F:25])=[C:21]([F:26])[CH:20]=3)=[C:12]([CH:17]=2)[C:13]([OH:15])=[O:14])=[CH:6][CH:7]=1 |f:1.2|. Procedure details: To a dried round bottom flask was added methanol (12 mL), the product of Example 84 (0.630 g; 1.21 mmol), and 3N aq. NaOH (2.42 mL, 7.26 mmol). The reaction mixture was heated at 50° C. and stirred for 2 hours. The reaction mixture was allowed to cool to room temperature. The methanol was removed in vacuo. The pH of the reaction mixture was adjusted with 2N aq. HCl solution to pH=5-6, and it was extracted with methylene chloride (5×). The combined extracts were dried (Na2SO4), filtered, and conc...